This data is from the Open Reaction Database (ORD), a public repository of structured organic reaction records. The task is: describe an organic reaction: reactants, conditions, products, and yield Starting materials: BrC1=CC=C2C(=C1)NC(C21C(N(C(CC1C1=CC(=CC=C1)Cl)=O)CC(CO)O)C1(CC1)C)=O.COC(C)[Si](C)(C)C (racemic (2′R,3R,4′S)-6-bromo-4′-(3-chlorophenyl)-1′-(2,3-dihydroxy-propyl)-2′-(1-methyl cyclopropyl)-2,3-dihydro-2,6′-dioxospiro[indole-3,3′-piperidine] 1-methoxyethyl trimethylsilane). Solvent: FC(C(=O)O)(F)F (trifluoroacetic acid). Conditions: time 1 hour. Yields the product BrC1=CC=C2C(=C1)NC(C21C(N(C(CC1C1=CC(=CC=C1)Cl)=O)CC(CO)O)C1(CC1)C)=O (racemic (2′R,3R,4′S)-6-bromo-4′-(3-chlorophenyl)-1′-(2,3-dihydroxy-propyl)-2′-(1-methylcyclopropyl)-spiro[3H-indole-3,3′-piperidine]-2,6′(1H)-dione). Yield: 62.4%. As a reaction SMILES: [Br:1][C:2]1[CH:7]=[C:6]2[NH:8][C:9](=[O:33])[C:10]3([CH:15]([C:16]4[CH:21]=[CH:20][CH:19]=[C:18]([Cl:22])[CH:17]=4)[CH2:14][C:13](=[O:23])[N:12]([CH2:24][CH:25]([OH:28])[CH2:26][OH:27])[CH:11]3[C:29]3([CH3:32])[CH2:31][CH2:30]3)[C:5]2=[CH:4][CH:3]=1.COC([Si](C)(C)C)C>FC(F)(F)C(O)=O>[Br:1][C:2]1[CH:7]=[C:6]2[NH:8][C:9](=[O:33])[C:10]3([CH:15]([C:16]4[CH:21]=[CH:20][CH:19]=[C:18]([Cl:22])[CH:17]=4)[CH2:14][C:13](=[O:23])[N:12]([CH2:24][CH:25]([OH:28])[CH2:26][OH:27])[CH:11]3[C:29]3([CH3:32])[CH2:31][CH2:30]3)[C:5]2=[CH:4][CH:3]=1 |f:0.1|. Procedure: The compound racemic (2′R,3R,4′S)-6-bromo-4′-(3-chlorophenyl)-1′-(2,3-dihydroxy-propyl)-2′-(1-methyl cyclopropyl)-2,3-dihydro-2,6′-dioxospiro[indole-3,3′-piperidine]-1-methoxyethyl trimethylsilane (40 mg, 0.06 mmol) was dissolved in trifluoroacetic acid (3 mL). The solution was stirred at room temperature for 1 h, then concentrated. The residue was dissolved in a solution of methanol (3 mL) and N,N′-diisopropylethylamine (1 mL). The reaction tube was then placed into the cavity of a focused mono... Starting materials: CC1CN(Cc2ccccc2)CC1C(=O)O, CCN=C=NCCCN(C)C, NC1CC1, ClCCl, Cl. Product: CC1CN(Cc2ccccc2)CC1C(=O)NC1CC1. As a reaction SMILES: [CH2:1]([c:2]1[cH:3][cH:4][cH:5][cH:6][cH:7]1)[N:8]1[CH2:9][CH:10]([C:14](=[O:15])[OH:16])[CH:11]([CH3:13])[CH2:12]1.[CH2:21]([N:22]=[C:23]=[N:24][CH2:25][CH2:26][CH2:27][N:28]([CH3:29])[CH3:30])[CH3:31].[CH:17]1([NH2:20])[CH2:18][CH2:19]1.[Cl:33][CH2:34][Cl:35].[ClH:32]>>[CH2:1]([c:2]1[cH:3][cH:4][cH:5][cH:6][cH:7]1)[N:8]1[CH2:9][CH:10]([C:14](=[O:16])[NH:20][CH:17]2[CH2:18][CH2:19]2)[CH:11]([CH3:13])[CH2:12]1. Product: COC(CC1=CC(=CC(=C1)O)OCCO[Si](C(C)C)(C(C)C)C(C)C)=O ([3-(2-Triisopropylsilyloxy-ethoxy)-5-hydroxy-phenyl]-acetic Acid Methyl Ester). The reactants are COC(CC1=CC(=CC(=C1)O)O)=O ((3,5-dihydroxy-phenyl)-acetic acid methyl ester), C([O-])([O-])=O.[Na+].[Na+] (sodium carbonate), BrCCO[Si](C(C)C)(C(C)C)C(C)C (1-bromo-2-triisopropylsilyloxy-ethane), C([O-])([O-])=O.[Cs+].[Cs+] (cesium carbonate). Reaction SMILES: [CH3:1][O:2][C:3](=[O:13])[CH2:4][C:5]1[CH:10]=[C:9]([OH:11])[CH:8]=[C:7]([OH:12])[CH:6]=1.Br[CH2:15][CH2:16][O:17][Si:18]([CH:25]([CH3:27])[CH3:26])([CH:22]([CH3:24])[CH3:23])[CH:19]([CH3:21])[CH3:20].C(=O)([O-])[O-].[Cs+].[Cs+].C(=O)([O-])[O-].[Na+].[Na+]>>[CH3:1][O:2][C:3](=[O:13])[CH2:4][C:5]1[CH:10]=[C:9]([OH:11])[CH:8]=[C:7]([O:12][CH2:15][CH2:16][O:17][Si:18]([CH:22]([CH3:23])[CH3:24])([CH:19]([CH3:21])[CH3:20])[CH:25]([CH3:26])[CH3:27])[CH:6]=1 |f:2.3.4,5.6.7|. Reported procedure: A mixture of 9.39 g (51.5 mmol) of (3,5-dihydroxy-phenyl)-acetic acid methyl ester (prepared according to U. Eder, G. Sauer, G. Haffer, G. Neef, R. Wiechert, U.S. Pat. No. 4,066,674), 11.38 g (61.8 mmol) of 1-bromo-2-triisopropylsilyloxy-ethane and 14.50 g (51.5 mmol) of cesium carbonate is stirred at RT for 1 hour and at 60° C. for another hour. The reaction mixture is then treated with saturated aqueous sodium carbonate and extracted with ethyl acetate. The layers are separated and the organic...